Dataset: the Open Reaction Database (ORD), a public repository of structured organic reaction records. Task: describe an organic reaction: reactants, conditions, products, and yield Starting materials: [Br-], COc1cccc(-c2ccc(COc3cccc(CCC(=O)O)c3)cc2C)c1, COc1cccc([Mg+])c1, CC(C)=C1C(=O)OC(C)(C)OC1=O. The product is COc1cccc(C(C)(C)C2C(=O)OC(C)(C)OC2=O)c1. RXN SMILES: [Br-:29].[CH3:1][c:2]1[cH:3][c:4]([CH2:5][O:6][c:7]2[cH:8][c:9]([CH2:10][CH2:11][C:12]([OH:13])=[O:14])[cH:15][cH:16][cH:17]2)[cH:18][cH:19][c:20]1-[c:21]1[cH:22][cH:23][cH:24][c:25]([O:26][CH3:27])[cH:28]1.[CH3:30][O:31][c:32]1[cH:33][c:34]([Mg+:38])[cH:35][cH:36][cH:37]1.[CH3:39][C:40]1([CH3:51])[O:41][C:42](=[O:50])[C:43](=[C:47]([CH3:48])[CH3:49])[C:44](=[O:46])[O:45]1>>[CH3:30][O:31][c:32]1[cH:33][c:34]([C:47]([CH:43]2[C:42](=[O:50])[O:41][C:40]([CH3:39])([CH3:51])[O:45][C:44]2=[O:46])([CH3:48])[CH3:49])[cH:35][cH:36][cH:37]1. Starting materials: F[B-](F)(F)F, CCCCN, CCOC1=NCCNC(c2ccccc2)=C1. Yields the product O=C1C=C(c2ccccc2)NCCN1. As a reaction SMILES: [B-:1]([F:2])([F:3])([F:4])[F:5].[CH2:22]([NH2:23])[CH2:24][CH2:25][CH3:26].[CH2:6]([CH3:7])[O:8][C:9]1=[N:10][CH2:11][CH2:12][NH:13][C:14]([c:16]2[cH:17][cH:18][cH:19][cH:20][cH:21]2)=[CH:15]1>>[O:8]=[C:9]1[NH:10][CH2:11][CH2:12][NH:13][C:14]([c:16]2[cH:17][cH:18][cH:19][cH:20][cH:21]2)=[CH:15]1. The reactants are polycarboxylic acids, C(CC(O)(C(=O)O)CC(=O)O)(=O)O (citric acid), sugar acids. Run in O (water), O (water), O (water). The product is polysaccharides, C(C=C)(=O)O (acrylic acid), C(C(=C)C)(=O)O (methacrylic acid), C(\C=C/C(=O)O)(=O)O (maleic acid). As a reaction SMILES: [C:1]([OH:13])(=[O:12])[CH2:2][C:3]([CH2:8]C(O)=O)([C:5]([OH:7])=[O:6])O>O>[C:5]([OH:7])(=[O:6])[CH:3]=[CH2:2].[C:5]([OH:7])(=[O:6])[C:3]([CH3:8])=[CH2:2].[C:1]([OH:13])(=[O:12])/[CH:2]=[CH:3]\[C:5]([OH:7])=[O:6]. Procedure: The composition preferably comprises 20 wt. % to 55 wt. % of water-soluble and/or water-insoluble, organic and/or inorganic builder. The water-soluble organic builders particularly include those from the class of the polycarboxylic acids, particularly citric acid and sugar acids, as well as the polymeric (poly)carboxylic acids, particularly the polycarboxylates that can be obtained by oxidation of polysaccharides, polymeric acrylic acid, methacrylic acid, maleic acid and mixed polymers thereof, ... Starting materials: OC(C#CC(C)(NS(=O)(=O)C1=CC=C(C)C=C1)C)CCCCCCC (5-hydroxy-2-methyl-2-tosylamino-3-dodecyne), O (Water), ClC(=O)OC (methyl chloroformate), C(C)[Mg]Br (ethylmagnesium bromide). Run in C1CCOC1 (THF), C1CCOC1 (THF). Conditions: time 40 minute. Product: COC(=O)OC(C#CC(C)(NS(=O)(=O)C1=CC=C(C)C=C1)C)CCCCCCC (5-methoxycarbonyloxy-2-methyl-2-tosylamino-3-dodecyne). Isolated yield 86.0%. Reaction SMILES: [OH:1][CH:2]([CH2:19][CH2:20][CH2:21][CH2:22][CH2:23][CH2:24][CH3:25])[C:3]#[C:4][C:5]([CH3:18])([NH:7][S:8]([C:11]1[CH:17]=[CH:16][C:14]([CH3:15])=[CH:13][CH:12]=1)(=[O:10])=[O:9])[CH3:6].C([Mg]Br)C.Cl[C:31]([O:33][CH3:34])=[O:32].O>C1COCC1>[CH3:34][O:33][C:31]([O:1][CH:2]([CH2:19][CH2:20][CH2:21][CH2:22][CH2:23][CH2:24][CH3:25])[C:3]#[C:4][C:5]([CH3:6])([NH:7][S:8]([C:11]1[CH:17]=[CH:16][C:14]([CH3:15])=[CH:13][CH:12]=1)(=[O:10])=[O:9])[CH3:18])=[O:32]. Reported procedure: In 10 ml of THF was dissolved 1.37 g (3.76 mmole) of the 5-hydroxy-2-methyl-2-tosylamino-3-dodecyne obtained in Reference Example 1, and a THF solution of ethylmagnesium bromide (8.27 mmole) was added thereto, followed by stirring for 40 minutes. To the mixture was added dropwise 0.668 ml (8.65 mmole) of methyl chloroformate, and stirring was further continued for 50 minutes. Water was added thereto, and the mixture was extracted with ethyl acetate. The extract was washed successively with a hyd... Reactants: C(#N)C1CCC(CC1)=O (4-cyanocyclohexanone), CN (CH3NH2), [BH-](OC(=O)C)(OC(=O)C)OC(=O)C.[Na+] (NaBH(OAc)3). The solvent is C1CCOC1.C(Cl)Cl (THF CH2Cl2). Conditions: time 48 hour. Product: CNC1CCC(CC1)C#N (4-(methylamino)cyclohexanecarbonitrile). Isolated yield 89.0%. RXN SMILES: [C:1]([CH:3]1[CH2:8][CH2:7][C:6](=O)[CH2:5][CH2:4]1)#[N:2].[CH3:10][NH2:11].[BH-](OC(C)=O)(OC(C)=O)OC(C)=O.[Na+]>C1COCC1.C(Cl)Cl>[CH3:10][NH:11][CH:6]1[CH2:7][CH2:8][CH:3]([C:1]#[N:2])[CH2:4][CH2:5]1 |f:2.3,4.5|. Reported procedure: To a solution of 4-cyanocyclohexanone (200 mg, 1.626 mmol) and CH3NH2 (2M in THF) (0.8 mL, 1.626 mmol) in THF:CH2Cl2 (1:1) (4.0 mL) at 0° C. was added NaBH(OAc)3 (689 mg, 3.252 mmol) and the resulting mixture was stirred at rt for 48 h. Subsequently, the solvent was removed under reduced pressure and the residue was dissolved in ethyl acetate, washed with water, brine, dried over Na2SO4 and concentrated to afford 200 mg (89%) of 4-(methylamino)cyclohexanecarbonitrile as a white solid. 1H NMR (40...